Dataset: the Open Reaction Database (ORD), a public repository of structured organic reaction records. Task: describe an organic reaction: reactants, conditions, products, and yield Reactants: CC(C)(C)C(=O)Nc1cccc(Br)n1, C1CCOC1, [Li]CCCC, CC=O. Yields the product CC(O)c1cccc(NC(=O)C(C)(C)C)n1. Reaction SMILES: [Br:1][c:2]1[cH:3][cH:4][cH:5][c:6]([NH:8][C:9]([C:10]([CH3:11])([CH3:12])[CH3:13])=[O:14])[n:7]1.[CH2:23]1[O:24][CH2:25][CH2:26][CH2:27]1.[CH3:15][CH2:16][CH2:17][CH2:18][Li:19].[CH:20]([CH3:21])=[O:22]>>[c:2]1([CH:20]([CH3:21])[OH:22])[cH:3][cH:4][cH:5][c:6]([NH:8][C:9]([C:10]([CH3:11])([CH3:12])[CH3:13])=[O:14])[n:7]1. Starting materials: CS(=O)(=O)N1CCC(N)CC1, Nc1nc(Cl)ccc1C(=O)c1ccccc1F. Yields the product CS(=O)(=O)N1CCC(Nc2ccc(C(=O)c3ccccc3F)c(N)n2)CC1. Reaction SMILES: [CH3:18][S:19](=[O:20])(=[O:21])[N:22]1[CH2:23][CH2:24][CH:25]([NH2:28])[CH2:26][CH2:27]1.[NH2:1][c:2]1[n:3][c:4]([Cl:17])[cH:5][cH:6][c:7]1[C:8](=[O:9])[c:10]1[c:11]([F:16])[cH:12][cH:13][cH:14][cH:15]1>>[NH2:1][c:2]1[n:3][c:4]([NH:28][CH:25]2[CH2:24][CH2:23][N:22]([S:19]([CH3:18])(=[O:20])=[O:21])[CH2:27][CH2:26]2)[cH:5][cH:6][c:7]1[C:8](=[O:9])[c:10]1[c:11]([F:16])[cH:12][cH:13][cH:14][cH:15]1. The product is ClC=1C=C(CN(C2=CC=C(C#N)C=C2)N2C=NN=C2)C=C(C1O)Cl (4-[(3,5-Dichloro-4-hydroxy-benzyl)-[1,2,4]triazol-4-yl-amino]-benzonitrile). Conditions: time 18 hour. Reaction SMILES: C([O:8][C:9]1[C:29]([Cl:30])=[CH:28][C:12]([CH2:13][N:14]([N:23]2[CH:27]=[N:26][N:25]=[CH:24]2)[C:15]2[CH:22]=[CH:21][C:18]([C:19]#[N:20])=[CH:17][CH:16]=2)=[CH:11][C:10]=1[Cl:31])C1C=CC=CC=1>[Pd].CO.C1COCC1.CCOC(C)=O>[Cl:31][C:10]1[CH:11]=[C:12]([CH:28]=[C:29]([Cl:30])[C:9]=1[OH:8])[CH2:13][N:14]([N:23]1[CH:27]=[N:26][N:25]=[CH:24]1)[C:15]1[CH:16]=[CH:17][C:18]([C:19]#[N:20])=[CH:21][CH:22]=1 |f:2.3.4|. The solvent is CO.C1CCOC1.CCOC(=O)C (MeOH THF EtOAc). Procedure details: Palladium on charcoal (100 mg, 10% Pd) was added to a solution of 4-[(4-benzyloxy-3,5-dichloro-benzyl)-[1,2,4]triazol-4-yl-amino]-benzonitrile (CAB02119, 1.13 g, 2.50 mmol) in MeOH/THF/EtOAc (30 mL/30 mL/40 mL). The mixture was stirred under hydrogen atmosphere (balloon) for 18 h at room temperature. The reaction mixture was filtered through celite and the clear colourless filtrate was concentrated under reduced pressure. The residue was suspended in 2-propanol (20 mL) and heated to reflux for 5... Starting materials: C(C1=CC=CC=C1)OC1=C(C=C(CN(C2=CC=C(C#N)C=C2)N2C=NN=C2)C=C1Cl)Cl (4-[(4-benzyloxy-3,5-dichloro-benzyl)-[1,2,4]triazol-4-yl-amino]-benzonitrile). Reagents/catalysts: [Pd] (Palladium on charcoal). The reactants are COC(CC1(CCCCC1)CC(=O)O)=O (1,1-Cyclohexanediacetic acid monomethyl ester), [N-]=[N+]=[N-] (azide), [N-]=C=O (isocyanate), acid chloride, [N-]=[N+]=[N-] (azide), [N-]=C=O (isocyanate). Yields the product NCC1(CCCCC1)CC(=O)OC (methyl 1-aminomethyl-1-cyclohexaneacetate). RXN SMILES: [CH3:1][O:2][C:3](=[O:15])[CH2:4][C:5]1([CH2:11]C(O)=O)[CH2:10][CH2:9][CH2:8][CH2:7][CH2:6]1.[N-:16]=[N+]=[N-].[N-]=C=O>>[NH2:16][CH2:11][C:5]1([CH2:4][C:3]([O:2][CH3:1])=[O:15])[CH2:10][CH2:9][CH2:8][CH2:7][CH2:6]1. Procedure details: 1,1-Cyclohexanediacetic acid monomethyl ester is converted via the corresponding acid chloride into the azide. The azide is degraded by the Curtius method to the isocyanate. The isocyanate is then hydrolyzed to give methyl 1-aminomethyl-1-cyclohexaneacetate. Heating this substance in alkaline methanol under reflux for three days affords 8-azaspiro[5,4]decan-9-one or gabapentin lactam. GBP-L was characterized by means of Thin Layer Chromatography, Infrared-Spectroscopy, [1H]-NMR and [13C]-NMR (Nu... Isolated yield 80.8%. Solvent: C(C)(=O)O (acetic acid). Reported procedure: 65.7 g (0.705 mol) of aniline are added to a stirred suspension of 120 g (0.705 mol) of 4-acetyloxy-2H,3H-pyran-2,6-dione in 250 ml of acetic acid. The reaction medium is stirred for 1 h at room temperature and is then diluted by adding 500 ml of water. The solid is drained, washed with water and dried in an oven (50° C.) for 24 h. 150 g (81%) of the expected compound, melting point 125°-126° C., are obtained. Reaction SMILES: [NH2:1][C:2]1[CH:7]=[CH:6][CH:5]=[CH:4][CH:3]=1.[C:8]([O:11][C:12]1[CH2:13][C:14](=[O:19])[O:15][C:16](=[O:18])[CH:17]=1)(=[O:10])[CH3:9].O>C(O)(=O)C>[C:8]([O:11][C:12]([CH2:13][C:14](=[O:19])[NH:1][C:2]1[CH:7]=[CH:6][CH:5]=[CH:4][CH:3]=1)=[CH:17][C:16]([OH:18])=[O:15])(=[O:10])[CH3:9]. Yields the product C(C)(=O)OC(=CC(=O)O)CC(NC1=CC=CC=C1)=O (3-Acetyloxy-5-oxo-5-phenylamino-2-pentenoic acid). Reaction conditions: time 1 hour. Reactants: NC1=CC=CC=C1 (aniline), C(C)(=O)OC=1CC(OC(C1)=O)=O (4-acetyloxy-2H,3H-pyran-2,6-dione), O (water). Starting materials: [OH-].[Na+] (NaOH), O1COC2=C1C=CC(=C2)C2CN(CCC2)C(=O)[C@H]2COC1=C(O2)C=CC=C1 (3-Benzo[1,3]dioxol-5-ylpiperidin-1-yl-(R)-2,3-dihydrobenzo[1,4]dioxin-2-ylmethanone), O (Water), C1CCOC1 (THF). Solvent: CN(C)C=O (DMF). Conditions: time 4.5 hour. Yields the product O1COC2=C1C=CC(=C2)C2CN(CCC2)C[C@H]2COC1=C(O2)C=CC=C1 (3-Benzo[1,3]dioxol-5-yl-1-[(S)-1-(2,3-dihydrobenzo[1,4]dioxin-2-yl)methyl]-piperidine). The yield is 83.8%. Reaction SMILES: [O:1]1[C:5]2[CH:6]=[CH:7][C:8]([CH:10]3[CH2:15][CH2:14][CH2:13][N:12]([C:16]([C@@H:18]4[O:23][C:22]5[CH:24]=[CH:25][CH:26]=[CH:27][C:21]=5[O:20][CH2:19]4)=O)[CH2:11]3)=[CH:9][C:4]=2[O:3][CH2:2]1.C1COCC1.O.[OH-].[Na+]>CN(C=O)C>[O:1]1[C:5]2[CH:6]=[CH:7][C:8]([CH:10]3[CH2:15][CH2:14][CH2:13][N:12]([CH2:16][C@@H:18]4[O:23][C:22]5[CH:24]=[CH:25][CH:26]=[CH:27][C:21]=5[O:20][CH2:19]4)[CH2:11]3)=[CH:9][C:4]=2[O:3][CH2:2]1 |f:3.4|. Reported procedure: (3-Benzo[1,3]dioxol-5-ylpiperidin-1-yl-(R)-2,3-dihydrobenzo[1,4]dioxin-2-ylmethanone (285 mg, 0.77 mmol) was dissolved in dry DMF (2.5 ml) and 1 M BH3 THF (3.10 ml, 3.10 mmol) was slowly added under a nitrogen atmosphere. The reaction mixture was stirred for 4.5 h at RT and then cooled to 0° C. Water was slowly added and the mixture basified with 2.5 M NaOH and extracted three times with EtOAc. The combined organic phases were dried (Na2SO4), filtered and evaporated to dryness. The crude product...